describe an organic reaction: reactants, conditions, products, and yield From a dataset of the Open Reaction Database (ORD), a public repository of structured organic reaction records. The reactants are C(C)(C)(C)OC(NC1=C(C=C(C=C1)C1=C(C=C(C=C1)F)F)NC(CC(=O)C1=CC(=CC=C1)N1C(=NC=C1)C)=O)=O ((2′,4′-difluoro-3-{3-[3-(2-methyl-imidazol-1-yl)-phenyl]-3-oxo-propionylamino}-biphenyl-4-yl)-carbamic acid tert.-butyl ester), C(=O)(C(F)(F)F)O (TFA). Solvent: C(Cl)Cl (CH2Cl2). Product: FC1=C(C=CC(=C1)F)C=1C=CC2=C(NC(CC(=N2)C2=CC(=CC=C2)N2C(=NC=C2)C)=O)C1 (8-(2,4-Difluoro-phenyl)-4-[3-(2-methyl-imidazol-1-yl)-phenyl]-1,3-dihydro-benzo[b][1,4]diazepin-2-one). RXN SMILES: C(OC(=O)[NH:7][C:8]1[CH:13]=[CH:12][C:11]([C:14]2[CH:19]=[CH:18][C:17]([F:20])=[CH:16][C:15]=2[F:21])=[CH:10][C:9]=1[NH:22][C:23](=[O:39])[CH2:24][C:25]([C:27]1[CH:32]=[CH:31][CH:30]=[C:29]([N:33]2[CH:37]=[CH:36][N:35]=[C:34]2[CH3:38])[CH:28]=1)=O)(C)(C)C.C(O)(C(F)(F)F)=O>C(Cl)Cl>[F:21][C:15]1[CH:16]=[C:17]([F:20])[CH:18]=[CH:19][C:14]=1[C:11]1[CH:12]=[CH:13][C:8]2[N:7]=[C:25]([C:27]3[CH:32]=[CH:31][CH:30]=[C:29]([N:33]4[CH:37]=[CH:36][N:35]=[C:34]4[CH3:38])[CH:28]=3)[CH2:24][C:23](=[O:39])[NH:22][C:9]=2[CH:10]=1. Reported procedure: Prepared from (2′,4′-difluoro-3-{3-[3-(2-methyl-imidazol-1-yl)-phenyl]-3-oxo-propionylamino}-biphenyl-4-yl)-carbamic acid tert.-butyl ester (Example K89) by treatment with TFA in CH2Cl2 according to the general procedure M. Obtained as a light brown solid (71 mg). Starting materials: O (water), C(C)(=O)OCC (ethyl acetate), FC1=CC=C(C=C1)C=1OC(=C(N1)C(C(=O)OCC)(C)C)C1=CSC=C1 (ethyl 2-[2-(4-fluorophenyl)-5-(3-thienyl)-oxazol-4-yl]-2-methylpropionate), B(Br)(Br)Br (boron tribromide), B(Br)(Br)Br (boron tribromide). The solvent is C(Cl)Cl (methylene chloride). Reaction conditions: time 18 hour. Yields the product FC1=CC=C(C=C1)C=1OC(=C(N1)C(C(=O)O)(C)C)C1=CSC=C1 (2-[2-(4-fluorophenyl)-5-(3-thienyl)oxazol-4-yl]-2-methylpropionic acid). The yield is 64.3%. Reaction SMILES: [F:1][C:2]1[CH:7]=[CH:6][C:5]([C:8]2[O:9][C:10]([C:21]3[CH:25]=[CH:24][S:23][CH:22]=3)=[C:11]([C:13]([CH3:20])([CH3:19])[C:14]([O:16]CC)=[O:15])[N:12]=2)=[CH:4][CH:3]=1.B(Br)(Br)Br.O.C(OCC)(=O)C>C(Cl)Cl>[F:1][C:2]1[CH:7]=[CH:6][C:5]([C:8]2[O:9][C:10]([C:21]3[CH:25]=[CH:24][S:23][CH:22]=3)=[C:11]([C:13]([CH3:20])([CH3:19])[C:14]([OH:16])=[O:15])[N:12]=2)=[CH:4][CH:3]=1. Procedure: To a solution of ethyl 2-[2-(4-fluorophenyl)-5-(3-thienyl)-oxazol-4-yl]-2-methylpropionate (54 mg) in methylene chloride (3 ml) was added boron tribromide (0.45 ml, 1.0M methylene chloride solution) under ice-cooling, and the mixture was allowed to warm to room temperature. To the mixture, another portion of boron tribromide (1.05 ml, 1.0M methylene chloride solution) was added to the mixture, and the resulting mixture was stirred at room temperature for 18 hours. To the reaction mixture were ad... Reactants: [NH2-].[Na+] (sodium amide), O (water), C1=CC=CC=C1 (benzene), CN(C=1C=CC2=C(NC3=C(CC2)C=CC=C3)C1)C (3-dimethylamino-10,11-dihydro-5H-dibenz[b,f]azepine), 3-Bromo-1-propyl-tetrahydro-2-pyranyl ether. The solvent is C(Cl)(Cl)Cl (chloroform). Conditions: temperature 70 celsius. Yields the product CN(C=1C=CC2=C(N(C3=C(CC2)C=CC=C3)CCCO)C1)C (3-(3-dimethylamino-10,11-dihydro-5H-dibenz[b,f]azepin-5-yl)-1-propanol). As a reaction SMILES: [NH2-].[Na+].[CH3:3][N:4]([CH3:20])[C:5]1[CH:6]=[CH:7][C:8]2[CH2:14][CH2:13][C:12]3[CH:15]=[CH:16][CH:17]=[CH:18][C:11]=3[NH:10][C:9]=2[CH:19]=1.[OH2:21].[CH:22]1[CH:27]=CC=C[CH:23]=1>C(Cl)(Cl)Cl>[CH3:3][N:4]([CH3:20])[C:5]1[CH:6]=[CH:7][C:8]2[CH2:14][CH2:13][C:12]3[CH:15]=[CH:16][CH:17]=[CH:18][C:11]=3[N:10]([CH2:23][CH2:22][CH2:27][OH:21])[C:9]=2[CH:19]=1 |f:0.1|. Procedure details: A suspension of sodium amide (2.6 g, 0.033 mol, 50% wt suspension in toluene) was added to a solution of 3-dimethylamino-10,11-dihydro-5H-dibenz[b,f]azepine (6.1 g, 0,0256 mol, prepared similarly as described in Brit. Pat., 1040739, 1966) in dry benzene (60 ml). The reaction mixture was heated to 70° C. for 1 h. 3-Bromo-1-propyl-tetrahydro-2-pyranyl ether (7.35 g, 0.033 mol) was added and the mixture was heated at reflux temperature for 20 h. To the cooled reaction mixture, water (20 ml) was add... The reactants are COCC=1C=C2CCN(C(C2=CC1)C(=O)OCC)C(=O)OC(C)(C)C (1-ethyl 2-tert-butyl 6-(methoxymethyl)-3,4-dihydroisoquinoline-1,2(1H)-dicarboxylate), C1CCOC1 (THF), O (water), [OH-].[Li+] (lithium hydroxide). The solvent is CO (MeOH). Reaction conditions: temperature 60 celsius, time 1 hour. The product is C(C)(C)(C)OC(=O)N1C(C2=CC=C(C=C2CC1)COC)C(=O)O (2-(tert-butoxycarbonyl)-6-(methoxymethyl)-1,2,3,4-tetrahydroisoquinoline-1-carboxylic acid). The yield is 100.7%. Reaction SMILES: [CH3:1][O:2][CH2:3][C:4]1[CH:5]=[C:6]2[C:11](=[CH:12][CH:13]=1)[CH:10]([C:14]([O:16]CC)=[O:15])[N:9]([C:19]([O:21][C:22]([CH3:25])([CH3:24])[CH3:23])=[O:20])[CH2:8][CH2:7]2.C1COCC1.O.[OH-].[Li+]>CO>[C:22]([O:21][C:19]([N:9]1[CH2:8][CH2:7][C:6]2[C:11](=[CH:12][CH:13]=[C:4]([CH2:3][O:2][CH3:1])[CH:5]=2)[CH:10]1[C:14]([OH:16])=[O:15])=[O:20])([CH3:25])([CH3:23])[CH3:24] |f:3.4|. Reported procedure: To a solution of 1-ethyl 2-tert-butyl 6-(methoxymethyl)-3,4-dihydroisoquinoline-1,2(1H)-dicarboxylate (160 mg, 0.0.46 mmol) in a mixture of MeOH (5 mL), THF (5.00 mL) and water (5.00 mL) was added lithium hydroxide (65.8 mg, 2.75 mmol), and the mixture was stirred at 60° C. for 1 hr. The reaction mixture was concentrated under reduced pressure. The obtained residue was dissolved in water, and the solution was washed with ethyl acetate. The pH of the aqueous layer was adjusted to 3 with 1M hydroc... The reactants are C1(=CC=CC=C1)C1=C2CCC(C2=CC=C1)O (4-phenyl-1-indanol), C1(=CC=C(C=C1)S(=O)(=O)O)C (p-toluenesulfonic acid), O (water). Run in C1=CC=CC=C1 (benzene). Product: C1(=CC=CC=C1)C=1C=CC=C2C=CCC12 (7-phenyl-1H-indene). Isolated yield 96.2%. As a reaction SMILES: [C:1]1([C:7]2[CH:15]=[CH:14][CH:13]=[C:12]3[C:8]=2[CH2:9][CH2:10][CH:11]3O)[CH:6]=[CH:5][CH:4]=[CH:3][CH:2]=1.C1(C)C=CC(S(O)(=O)=O)=CC=1.O>C1C=CC=CC=1>[C:1]1([C:7]2[CH:15]=[CH:14][CH:13]=[C:12]3[C:8]=2[CH2:9][CH:10]=[CH:11]3)[CH:6]=[CH:5][CH:4]=[CH:3][CH:2]=1. Procedure details: A stirred solution of 16.7 g (0.08 mole) of 4-phenyl-1-indanol and 0.1 g of p-toluenesulfonic acid in 180 ml of benzene was heated under reflux for one hour as by-product water was collected in a Dean-Stark trap. The reaction mixture was washed with two portions of 50 ml of a 5% aqueous solution of sodium bicarbonate, then with one portion of 50 ml of water. The organic phase was dried with magnesium sulfate, filtered, and the filtrate concentrated under reduced pressure, keeping the temperature... Reactants: C(C)(C)(C)OC1=C(C(=NC=C1F)C1C(C1)CC#N)C (2-(4-t-butoxy-5-fluoro-3-methyl-2-pyridinyl)cyclopropaneacetonitrile), O=P(Cl)(Cl)Cl (POCl3). Run in FC(C(=O)O)(F)F (trifluoroacetic acid). Reaction conditions: time 1 hour. Yields the product ClC1=C(C(=NC=C1F)C1C(C1)CC#N)C (2-(4-chloro-5-fluoro-3-methyl-2-pyridinyl)cyclopropaneacetonitrile). The yield is 73.1%. As a reaction SMILES: C(O[C:6]1[C:11]([F:12])=[CH:10][N:9]=[C:8]([CH:13]2[CH2:15][CH:14]2[CH2:16][C:17]#[N:18])[C:7]=1[CH3:19])(C)(C)C.O=P(Cl)(Cl)[Cl:22]>FC(F)(F)C(O)=O>[Cl:22][C:6]1[C:11]([F:12])=[CH:10][N:9]=[C:8]([CH:13]2[CH2:15][CH:14]2[CH2:16][C:17]#[N:18])[C:7]=1[CH3:19]. Reported procedure: A sample of 2-(4-t-butoxy-5-fluoro-3-methyl-2-pyridinyl)cyclopropaneacetonitrile (5.21 g, 19.86 mmol) was dissolved in 50 mL of trifluoroacetic acid, the reaction was stirred under nitrogen for 1 hour at ambient temperature, and the material concentrated to dryness. The residue was dissolved in a mixture of 15.6 mL of DMF and 90 mL of methylene chloride. This solution was cooled in a water bath as 18.8 mL (19.86 mmol) of POCl3 was added, then the reaction was stirred at ambient temperature for 1... The reactants are NC=1N(C(SC1C(=O)N)=S)C (4-amino-3-methylthiazoline-2-thione-5-carboxamide), C(CC)(OCC)(OCC)OCC (triethyl orthopropionate), resultant mixture. Solvent: C(C)(=O)OC(C)=O (acetic anhydride). Product: C(C)C=1NC(C2=C(N1)N(C(S2)=S)C)=O (5-ethyl-3-methyl-6H-thiazolo[4,5-d]pyrimidin-7-one-2thione). Yield: 65.0%. As a reaction SMILES: [NH2:1][C:2]1[N:3]([CH3:11])[C:4](=[S:10])[S:5][C:6]=1[C:7]([NH2:9])=[O:8].[C:12](OCC)(OCC)(OCC)[CH2:13][CH3:14]>C(OC(=O)C)(=O)C>[CH2:13]([C:14]1[NH:9][C:7](=[O:8])[C:6]2[S:5][C:4](=[S:10])[N:3]([CH3:11])[C:2]=2[N:1]=1)[CH3:12]. Procedure details: The general procedure of Gewald, J. Prakt. Chem., 32, 26-30 (1966) was used to prepare 4-amino-3-methylthiazoline-2-thione-5-carboxamide, of which 27.3 g (0.14 mole) was suspended in a mixture of approximately 144 ml of acetic anhydride and about 144 ml of triethyl orthopropionate. The resultant mixture was refluxed for approximately one half hour, then cooled in an ice bath. The solid which precipitated was separated by filtration, washed with diethyl ether and dried in a vacuum oven at approxi...